From a dataset of the Open Reaction Database (ORD), a public repository of structured organic reaction records. describe an organic reaction: reactants, conditions, products, and yield The reactants are FC1=C(C=C(C=C1)F)[C@@](CO)([C@@H](C)O)O ((2R,3R)-2-(2,5-difluorophenyl)-1,2,3-butanetriol), CS(=O)(=O)Cl (methanesulfonyl chloride). Yields the product FC1=C(C=C(C=C1)F)[C@@](CS(=O)(=O)C)([C@@H](C)S(=O)(=O)C)O ((2R,3R)-2-(2,5-Difluorophenyl)-1,3-bis(methanesulfonyl)-2-butanol). Yield: 218.6%. RXN SMILES: [F:1][C:2]1[CH:7]=[CH:6][C:5]([F:8])=[CH:4][C:3]=1[C@:9]([OH:15])([C@H:12](O)[CH3:13])[CH2:10]O.[CH3:16][S:17](Cl)(=[O:19])=[O:18]>>[F:1][C:2]1[CH:7]=[CH:6][C:5]([F:8])=[CH:4][C:3]=1[C@:9]([OH:15])([C@H:12]([S:17]([CH3:16])(=[O:19])=[O:18])[CH3:13])[CH2:10][S:17]([CH3:16])(=[O:19])=[O:18]. Procedure details: In the same manner as that described in Example 7(iii) above. 4.80 g (10.1 mmol) of (2R,3R)-2-(2,5-difluorophenyl)-1,2,3-butanetriol [prepared as described in Step 8(ii) above] were reacted with 7.75 g (67.8 mmol) of methanesulfonyl chloride and the resulting product was purified by chromatography on a silica gel (110 g) column using a 1:2 to 1:1 mixture of ethyl acetate and hexane as the eluant to afford 7.56 g (yield 92%) of the title compound as a colorless oil. The reactants are C1CCNCC1, C1CCOC1, CN(C)C=O, O=C(Nc1ccc(NC(=O)c2ccc(F)cc2O)c(OCc2ccccc2)c1)OCC1c2ccccc2-c2ccccc21. The product is Nc1ccc(NC(=O)c2ccc(F)cc2O)c(OCc2ccccc2)c1. Reaction SMILES: [CH2:44]1[CH2:45][CH2:46][NH:47][CH2:48][CH2:49]1.[CH2:50]1[O:51][CH2:52][CH2:53][CH2:54]1.[O:55]=[CH:56][N:57]([CH3:58])[CH3:59].[cH:1]1[c:2]2[c:14]([cH:15][cH:16][cH:43]1)-[c:9]1[c:8]([cH:13][cH:12][cH:11][cH:10]1)[CH:3]2[CH2:4][O:5][C:6](=[O:7])[NH:17][c:18]1[cH:19][c:20]([O:35][CH2:36][c:37]2[cH:38][cH:39][cH:40][cH:41][cH:42]2)[c:21]([NH:24][C:25]([c:26]2[c:27]([OH:33])[cH:28][c:29]([F:32])[cH:30][cH:31]2)=[O:34])[cH:22][cH:23]1>>[NH2:17][c:18]1[cH:19][c:20]([O:35][CH2:36][c:37]2[cH:38][cH:39][cH:40][cH:41][cH:42]2)[c:21]([NH:24][C:25]([c:26]2[c:27]([OH:33])[cH:28][c:29]([F:32])[cH:30][cH:31]2)=[O:34])[cH:22][cH:23]1. Reactants: ClC(Cl)Cl, OCc1csc(C(F)(F)F)n1, O=S(Cl)Cl. Product: FC(F)(F)c1nc(CCl)cs1. RXN SMILES: [CH:16]([Cl:17])([Cl:18])[Cl:19].[F:1][C:2]([c:3]1[s:4][cH:5][c:6]([CH2:8][OH:9])[n:7]1)([F:10])[F:11].[S:12]([Cl:13])([Cl:14])=[O:15]>>[F:1][C:2]([c:3]1[s:4][cH:5][c:6]([CH2:8][Cl:14])[n:7]1)([F:10])[F:11]. Starting materials: C(C)(=O)OC1=C(C=CC=C1)C=CC(=O)N[C@@H](CC1=CN(C2=CC=CC=C12)C)C(=O)OC (Methyl Nα-[3-(2-Acetoxyphenyl)acryloyl]-1-Methyl-L-Tryptophanate), [OH-].[Na+] (sodium hydroxide). Solvent: CO (methanol). The product is OC1=C(C=CC=C1)C=CC(=O)N[C@@H](CC1=CN(C2=CC=CC=C12)C)C(=O)O (Nα-[3-(2-Hydroxyphenyl)acryloyl]-1-Methyl-L-Tryptophan). Isolated yield 62.1%. As a reaction SMILES: C([O:4][C:5]1[CH:10]=[CH:9][CH:8]=[CH:7][C:6]=1[CH:11]=[CH:12][C:13]([NH:15][C@H:16]([C:28]([O:30]C)=[O:29])[CH2:17][C:18]1[C:26]2[C:21](=[CH:22][CH:23]=[CH:24][CH:25]=2)[N:20]([CH3:27])[CH:19]=1)=[O:14])(=O)C.[OH-].[Na+]>CO>[OH:4][C:5]1[CH:10]=[CH:9][CH:8]=[CH:7][C:6]=1[CH:11]=[CH:12][C:13]([NH:15][C@H:16]([C:28]([OH:30])=[O:29])[CH2:17][C:18]1[C:26]2[C:21](=[CH:22][CH:23]=[CH:24][CH:25]=2)[N:20]([CH3:27])[CH:19]=1)=[O:14] |f:1.2|. Reported procedure: The same procedures as in Example 64 were carried out from the compound obtained in Example 21 (3.9 g), 1 mol/L of an aqueous sodium hydroxide solution (28 mL), and methanol (140 mL), to give the captioned compound (2.1 g, 62%) as crystals. Starting materials: ClCC1=CC=C(C=C1)C1=CC=CC=C1 (4-(chloromethyl)biphenyl), C([O-])([O-])=O.[Na+].[Na+] (sodium carbonate), Cl.N1CCC(CC1)CCN1C(OCC1=O)=O (3-(2-piperidin-4-ylethyl)-1,3-oxazolidine-2,4-dione hydrochloride). Solvent: C(C)#N (acetonitrile). Product: C1(=CC=C(C=C1)CN1CCC(CC1)CCN1C(OCC1=O)=O)C1=CC=CC=C1 (3-{2-[1-(biphenyl-4-ylmethyl)piperidin-4-yl]ethyl}-1,3-oxazolidine-2,4-dione). RXN SMILES: Cl.[NH:2]1[CH2:7][CH2:6][CH:5]([CH2:8][CH2:9][N:10]2[C:14](=[O:15])[CH2:13][O:12][C:11]2=[O:16])[CH2:4][CH2:3]1.Cl[CH2:18][C:19]1[CH:24]=[CH:23][C:22]([C:25]2[CH:30]=[CH:29][CH:28]=[CH:27][CH:26]=2)=[CH:21][CH:20]=1.C(=O)([O-])[O-].[Na+].[Na+]>C(#N)C>[C:22]1([C:25]2[CH:26]=[CH:27][CH:28]=[CH:29][CH:30]=2)[CH:21]=[CH:20][C:19]([CH2:18][N:2]2[CH2:7][CH2:6][CH:5]([CH2:8][CH2:9][N:10]3[C:14](=[O:15])[CH2:13][O:12][C:11]3=[O:16])[CH2:4][CH2:3]2)=[CH:24][CH:23]=1 |f:0.1,3.4.5|. Procedure: A solution of 0.40 g (1.61 mmol) of 3-(2-piperidin-4-ylethyl)-1,3-oxazolidine-2,4-dione hydrochloride, prepared in step 1.1., 0.326 g (1.61 mmol) of 4-(chloromethyl)biphenyl and 0.51 g (4.82 mmol) of sodium carbonate in 3 ml of acetonitrile is heated at reflux for 17 hours. It is left to return to ambient temperature and filtered and the filtrate is concentrated under reduced pressure. The residue is taken up in dichloromethane and water and the aqueous phase is separated off and extracted twice...